This data is from the Open Reaction Database (ORD), a public repository of structured organic reaction records. The task is: describe an organic reaction: reactants, conditions, products, and yield Starting materials: O (water), [Na].CC[C@H]([C@@H]1[C@H](C[C@@](O1)(C)[C@]2([C@@H](C[C@@](O2)(CC)[C@H](CC)O)C)O)C)C(=O)[C@@H](C)[C@H]([C@@H](C)[C@@H]3[C@H](C[C@H]([C@@H](O3)CC(=O)OO)C)C)O (sodium lysocellin), O.O.C(C)(=O)[O-].[Co+2].C(C)(=O)[O-] (cobalt acetate dihydrate), O (water). Run in C(C)O (ethanol). Conditions: time 18 hour. Product: [Co].CC[C@H]([C@@H]1[C@H](C[C@@](O1)(C)[C@]2([C@@H](C[C@@](O2)(CC)[C@H](CC)O)C)O)C)C(=O)[C@@H](C)[C@H]([C@@H](C)[C@@H]3[C@H](C[C@H]([C@@H](O3)CC(=O)OO)C)C)O (Cobalt Lysocellin). RXN SMILES: [Na].[CH3:2][CH2:3][C@@H:4]([C:25]([C@H:27]([C@@H:29]([OH:45])[C@H:30]([C@H:32]1[O:37][C@@H:36]([CH2:38][C:39]([O:41][OH:42])=[O:40])[C@H:35]([CH3:43])[CH2:34][C@@H:33]1[CH3:44])[CH3:31])[CH3:28])=[O:26])[C@H:5]1[O:9][C@@:8]([C@:11]2([OH:23])[O:15][C@@:14]([C@@H:18]([OH:21])[CH2:19][CH3:20])([CH2:16][CH3:17])[CH2:13][C@H:12]2[CH3:22])([CH3:10])[CH2:7][C@@H:6]1[CH3:24].O.O.C([O-])(=O)C.[Co+2:52].C([O-])(=O)C.O>C(O)C>[Co:52].[CH3:2][CH2:3][C@@H:4]([C:25]([C@H:27]([C@@H:29]([OH:45])[C@H:30]([C@H:32]1[O:37][C@@H:36]([CH2:38][C:39]([O:41][OH:42])=[O:40])[C@H:35]([CH3:43])[CH2:34][C@@H:33]1[CH3:44])[CH3:31])[CH3:28])=[O:26])[C@H:5]1[O:9][C@@:8]([C@:11]2([OH:23])[O:15][C@@:14]([C@@H:18]([OH:21])[CH2:19][CH3:20])([CH2:16][CH3:17])[CH2:13][C@H:12]2[CH3:22])([CH3:10])[CH2:7][C@@H:6]1[CH3:24] |f:0.1,2.3.4.5.6,9.10,^1:0|. Reported procedure: A mixture of 13.0 g (0.02 mole) of sodium lysocellin and 2.5 g of cobalt acetate dihydrate in 150 ml of ethanol was stirred and held at ambient temperature for approximately 18 hours. Two volumes of water were added to the reaction mixture slowly. A tacky semi-solid precipitate formed. On continued stirring and trituration with fresh water, a filtrable solid was obtained. The removed cobalt salt was isolated and dried (13.1 g). The product had a melting point at 119.2° C. Analysis: Calculated % ... Starting materials: [Br-], CC1(CO)COCC(=O)N1Cc1ccccc1, [O-][Cl+][O-], [O-]Cl, Cl, [K+], [Na+], [Na+], O. Product: CC1(C(=O)O)COCC(=O)N1Cc1ccccc1. As a reaction SMILES: [Br-:18].[CH2:1]([c:2]1[cH:3][cH:4][cH:5][cH:6][cH:7]1)[N:8]1[C:9](=[O:17])[CH2:10][O:11][CH2:12][C:13]1([CH3:14])[CH2:15][OH:16].[Cl+:24]([O-:25])[O-:26].[Cl:20][O-:21].[ClH:23].[K+:19].[Na+:22].[Na+:27].[OH2:28]>>[CH2:1]([c:2]1[cH:3][cH:4][cH:5][cH:6][cH:7]1)[N:8]1[C:9](=[O:17])[CH2:10][O:11][CH2:12][C:13]1([CH3:14])[C:15](=[O:16])[OH:25]. The reactants are [Li]CCCC (n-BuLi), C1CCOC1 (THF), C=1C2=C(SC1)C=1C=CC3=C(SC=C3)C1C=C2 (naphtho[1,2-b:5,6-b′]dithiophene), C(C)(C)[Si](C(C)C)(C(C)C)Cl (triisopropylsilyl chloride). Solvent: O (water), Cl (hydrochloric acid). Run at time 1 hour. Product: C(C)(C)[Si](C1=CC2=C(S1)C=1C=CC3=C(SC(=C3)[Si](C(C)C)(C(C)C)C(C)C)C1C=C2)(C(C)C)C(C)C (2,7-bis(triisopropylsilyl)naphtho[1,2-b:5,6-b′]dithiophene). Reaction SMILES: [Li]C[CH2:3][CH2:4][CH3:5].[CH2:6]1[CH2:10]OC[CH2:7]1.[CH:11]1[C:12]2[CH:26]=[CH:25][C:24]3[C:20]4[S:21][CH:22]=[CH:23][C:19]=4[CH:18]=[CH:17][C:16]=3[C:13]=2[S:14][CH:15]=1.[CH:27]([Si:30](Cl)([CH:34]([CH3:36])[CH3:35])[CH:31]([CH3:33])[CH3:32])([CH3:29])[CH3:28]>O.Cl>[CH:27]([Si:30]([CH:6]([CH3:10])[CH3:7])([CH:4]([CH3:5])[CH3:3])[C:15]1[S:14][C:13]2[C:16]3[CH:17]=[CH:18][C:19]4[CH:23]=[C:22]([Si:30]([CH:34]([CH3:36])[CH3:35])([CH:31]([CH3:33])[CH3:32])[CH:27]([CH3:29])[CH3:28])[S:21][C:20]=4[C:24]=3[CH:25]=[CH:26][C:12]=2[CH:11]=1)([CH3:29])[CH3:28]. Procedure: An n-BuLi (3 mmol) hexane solution was added to a THF (10 ml) solution of naphtho[1,2-b:5,6-b′]dithiophene (1 mmol), and stirred at room temperature for one hour. This reaction mixture was slowly added with triisopropylsilyl chloride (4 mmol), and further, stirred at room temperature for 16 hours. Further, diluted with water (50 ml), and 1N hydrochloric acid (50 ml) was added. A precipitate formed was filtered out and washed with water, methanol, or hexane such that the compound A1 was obtained ... Starting materials: FC1=CC=C(C=C1)C=1C(=C2CCCN2C1C(=O)OC)C1=CC=C(C=C1)S(=O)(=O)C (Methyl 2-(4-fluorophenyl)-1-(4-methylsulphonylphenyl)-6,7-dihydro-5H-pyrrolizine-3-carboxylate), [OH-].[K+] (KOH), Cl (HCl). Solvent: O (water). The product is FC1=CC=C(C=C1)C=1C(=C2CCCN2C1)C1=CC=C(C=C1)S(=O)(=O)C (Methyl 4-[2-(4-fluorophenyl)-6,7-dihydro-5H-pyrrolizin-1-yl]phenyl sulphone). Reaction SMILES: [F:1][C:2]1[CH:7]=[CH:6][C:5]([C:8]2[C:9]([C:20]3[CH:25]=[CH:24][C:23]([S:26]([CH3:29])(=[O:28])=[O:27])=[CH:22][CH:21]=3)=[C:10]3[N:14]([C:15]=2C(OC)=O)[CH2:13][CH2:12][CH2:11]3)=[CH:4][CH:3]=1.[OH-].[K+].Cl>O>[F:1][C:2]1[CH:7]=[CH:6][C:5]([C:8]2[C:9]([C:20]3[CH:25]=[CH:24][C:23]([S:26]([CH3:29])(=[O:28])=[O:27])=[CH:22][CH:21]=3)=[C:10]3[N:14]([CH:15]=2)[CH2:13][CH2:12][CH2:11]3)=[CH:4][CH:3]=1 |f:1.2|. Reported procedure: Methyl 2-(4-fluorophenyl)-1-(4-methylsulphonylphenyl)-6,7-dihydro-5H-pyrrolizine-3-carboxylate (0.4 g, 0.96 mmol) is heated under reflux for 1 h in methanolic KOH (2 N, 9 ml, 1.01 g of KOH, 18 mmol). After cooling, water (20 ml) is added and the alkaline phase is rendered weakly acidic (pH 3) using HCl (conc. 25%). The deposited substance is extracted with ethyl acetate, and the ethyl acetate extract is dried using Na2SO4 sicc. and concentrated after filtering. After the removal of the solvent i... Yields the product CSc1nc(C)c(CO)c(Nc2ccc(C(=O)OC(C)(C)C)cc2)n1. RXN SMILES: [BH4-:29].[C:1]([CH3:2])([CH3:3])([CH3:4])[O:5][C:6](=[O:7])[c:8]1[cH:9][cH:10][c:11]([NH:12][c:13]2[n:14][c:15]([S:25][CH3:26])[n:16][c:17]([CH3:24])[c:18]2[C:19](=[O:20])[O:21][CH2:22][CH3:23])[cH:27][cH:28]1.[CH3:32][CH2:33][OH:34].[Na+:30].[OH2:31]>>[C:1]([CH3:2])([CH3:3])([CH3:4])[O:5][C:6](=[O:7])[c:8]1[cH:9][cH:10][c:11]([NH:12][c:13]2[n:14][c:15]([S:25][CH3:26])[n:16][c:17]([CH3:24])[c:18]2[CH2:19][OH:20])[cH:27][cH:28]1. The reactants are [BH4-], CCOC(=O)c1c(C)nc(SC)nc1Nc1ccc(C(=O)OC(C)(C)C)cc1, CCO, [Na+], O. The reactants are CC=O, C#CC(=O)COc1ccc(F)cc1, NCCO. Yields the product C#CC(O)COc1ccc(F)cc1. RXN SMILES: [CH:14](=[O:15])[CH3:16].[F:1][c:2]1[cH:3][cH:4][c:5]([O:6][CH2:7][C:8]([C:9]#[CH:10])=[O:11])[cH:12][cH:13]1.[NH2:17][CH2:18][CH2:19][OH:20]>>[F:1][c:2]1[cH:3][cH:4][c:5]([O:6][CH2:7][CH:8]([C:9]#[CH:10])[OH:11])[cH:12][cH:13]1. Starting materials: COC(C1=C(C(=C(C(=C1)C(C)(C)O)NC=O)F)NC1=C(C=C(C=C1)Br)F)=O (2-(4-bromo-2-fluorophenylamino)-3-fluoro-4-formylamino-5-(1-hydroxy-1-methyl-ethyl)-benzoic acid methyl ester), polyphosphoric acid. Run in CCOC(=O)C (EtOAc). Run at temperature 160 celsius, time 20 hour. Product: COC(=O)C=1C=C2C(=CC=NC2=C(C1NC1=C(C=C(C=C1)Br)F)F)C (7-(4-bromo-2-fluorophenylamino)-8-fluoro-4-methyl-quinoline-6-carboxylic acid methyl ester). RXN SMILES: [CH3:1][O:2][C:3](=[O:27])[C:4]1[CH:9]=[C:8]([C:10](O)([CH3:12])[CH3:11])[C:7]([NH:14][CH:15]=O)=[C:6]([F:17])[C:5]=1[NH:18][C:19]1[CH:24]=[CH:23][C:22]([Br:25])=[CH:21][C:20]=1[F:26]>CCOC(C)=O>[CH3:1][O:2][C:3]([C:4]1[CH:9]=[C:8]2[C:7](=[C:6]([F:17])[C:5]=1[NH:18][C:19]1[CH:24]=[CH:23][C:22]([Br:25])=[CH:21][C:20]=1[F:26])[N:14]=[CH:15][CH:11]=[C:10]2[CH3:12])=[O:27]. Procedure details: A mixture of 2-(4-bromo-2-fluorophenylamino)-3-fluoro-4-formylamino-5-(1-hydroxy-1-methyl-ethyl)-benzoic acid methyl ester (1.00 equiv.) and polyphosphoric acid is stirred at 160° C. for 20 hours. The reaction mixture is cooled to room temperature and diluted with EtOAc. The organic layer is washed with water and brine, dried over MgSO4, filtered, and concentrated under reduced pressure to give the crude material that is purified by trituration or flash column chromatography to yield the desired...